This data is from the Open Reaction Database (ORD), a public repository of structured organic reaction records. The task is: describe an organic reaction: reactants, conditions, products, and yield Reactants: [Li]C(C)(C)C, C1CCOC1, COCOc1cccnc1, CCCCC, CC=O. Yields the product COCOc1cnccc1C(C)O. RXN SMILES: [C:11]([Li:12])([CH3:13])([CH3:14])[CH3:15].[CH2:19]1[O:20][CH2:21][CH2:22][CH2:23]1.[CH3:1][O:2][CH2:3][O:4][c:5]1[cH:6][n:7][cH:8][cH:9][cH:10]1.[CH3:24][CH2:25][CH2:26][CH2:27][CH3:28].[CH:16]([CH3:17])=[O:18]>>[CH3:1][O:2][CH2:3][O:4][c:5]1[cH:6][n:7][cH:8][cH:9][c:10]1[CH:16]([CH3:17])[OH:18]. The reactants are CC=1N=C2N(C=C(C=C2)C=O)C1C=1SC(=C(N1)C1=CC=CC=C1)C1=NN(C=N1)C1OCCCC1 (2-methyl-3-{4-phenyl-5-[1-(tetrahydro-2H-pyran-2-yl)-1H-1,2,4-triazol-3-yl]-1,3-thiazol-2-yl}imidazo[1,2-a]pyridine-6-carbaldehyde), N1(CCNCC1)C(=O)OC(C)(C)C (tert-Butyl 1-piperazinecarboxylate), C(C)(=O)O (Acetic acid), C(Cl)Cl (Methylene chloride), C(C)(=O)O[BH-](OC(C)=O)OC(C)=O.[Na+] (Sodium triacetoxyborohydride). Reaction conditions: time 46 hour. Product: CC=1N=C2N(C=C(C=C2)CN2CCN(CC2)C(=O)OC(C)(C)C)C1C=1SC(=C(N1)C1=CC=CC=C1)C1=NN(C=N1)C1OCCCC1 (tert-butyl 4-[(2-methyl-3-{4-phenyl-5-[1-(tetrahydro-2H-pyran-2-yl)-1H-1,2,4-triazol-3-yl}-1,3-thiazol-2-yl]imidazo[1,2-a]pyridin-6-yl)methyl]piperazine-1-carboxylate). Isolated yield 61.9%. As a reaction SMILES: [CH3:1][C:2]1[N:3]=[C:4]2[CH:9]=[CH:8][C:7]([CH:10]=O)=[CH:6][N:5]2[C:12]=1[C:13]1[S:14][C:15]([C:24]2[N:28]=[CH:27][N:26]([CH:29]3[CH2:34][CH2:33][CH2:32][CH2:31][O:30]3)[N:25]=2)=[C:16]([C:18]2[CH:23]=[CH:22][CH:21]=[CH:20][CH:19]=2)[N:17]=1.[N:35]1([C:41]([O:43][C:44]([CH3:47])([CH3:46])[CH3:45])=[O:42])[CH2:40][CH2:39][NH:38][CH2:37][CH2:36]1.C(O)(=O)C.C(Cl)Cl.C(O[BH-](OC(=O)C)OC(=O)C)(=O)C.[Na+]>>[CH3:1][C:2]1[N:3]=[C:4]2[CH:9]=[CH:8][C:7]([CH2:10][N:38]3[CH2:39][CH2:40][N:35]([C:41]([O:43][C:44]([CH3:47])([CH3:46])[CH3:45])=[O:42])[CH2:36][CH2:37]3)=[CH:6][N:5]2[C:12]=1[C:13]1[S:14][C:15]([C:24]2[N:28]=[CH:27][N:26]([CH:29]3[CH2:34][CH2:33][CH2:32][CH2:31][O:30]3)[N:25]=2)=[C:16]([C:18]2[CH:23]=[CH:22][CH:21]=[CH:20][CH:19]=2)[N:17]=1 |f:4.5|. Procedure details: To the suspension of 2-methyl-3-{4-phenyl-5-[1-(tetrahydro-2H-pyran-2-yl)-1H-1,2,4-triazol-3-yl]-1,3-thiazol-2-yl}imidazo[1,2-a]pyridine-6-carbaldehyde (0.0300 g, 0.0638 mmol), tert-Butyl 1-piperazinecarboxylate (20.8 mg, 0.112 mmol) and Acetic acid (11 mg, 0.18 mmol) in dry Methylene chloride (2.0 mL, 31 mmol) was added Sodium triacetoxyborohydride (27.0 mg, 0.128 mmol). The mixture was stirred at r.t. for 46 hours. The mixture was washed with water (2×2 mL) and brine, dried over Na2SO4, filter... Reactants: CC(C)(C)OC(=O)N1CCC(n2ncc3c(Nc4cc(F)c(F)cc4F)ncnc32)CC1, CC(C)OC(=O)Cl, O=C(O)C(F)(F)F. Yields the product CC(C)OC(=O)N1CCC(n2ncc3c(Nc4cc(F)c(F)cc4F)ncnc32)CC1. Reaction SMILES: [C:1]([CH3:2])([CH3:3])([CH3:4])[O:5][C:6](=[O:7])[N:8]1[CH2:9][CH2:10][CH:11]([n:14]2[n:15][cH:16][c:17]3[c:18]2[n:19][cH:20][n:21][c:22]3[NH:23][c:24]2[c:25]([F:32])[cH:26][c:27]([F:31])[c:28]([F:30])[cH:29]2)[CH2:12][CH2:13]1.[Cl:40][C:41]([O:42][CH:43]([CH3:44])[CH3:45])=[O:46].[OH:33][C:34]([C:35]([F:36])([F:37])[F:38])=[O:39]>>[CH:1]([CH3:2])([CH3:3])[O:5][C:6](=[O:7])[N:8]1[CH2:9][CH2:10][CH:11]([n:14]2[n:15][cH:16][c:17]3[c:18]2[n:19][cH:20][n:21][c:22]3[NH:23][c:24]2[c:25]([F:32])[cH:26][c:27]([F:31])[c:28]([F:30])[cH:29]2)[CH2:12][CH2:13]1. Yields the product CON=C(C(=O)Cl)c1sc2ccccc2c1OC. RXN SMILES: [CH3:7][O:8][N:9]=[C:10]([C:11](=[O:12])[OH:13])[c:14]1[s:15][c:16]2[c:17]([c:18]1[O:19][CH3:20])[cH:21][cH:22][cH:23][cH:24]2.[Cl:1][C:2]([C:3]([Cl:4])=[O:5])=[O:6]>>[Cl:1][C:11]([C:10](=[N:9][O:8][CH3:7])[c:14]1[s:15][c:16]2[c:17]([c:18]1[O:19][CH3:20])[cH:21][cH:22][cH:23][cH:24]2)=[O:12]. Reactants: CON=C(C(=O)O)c1sc2ccccc2c1OC, O=C(Cl)C(=O)Cl. The reactants are II (iodine), CN(C=O)C (dimethylformamide), IC (iodomethane), S(=S)(=O)([O-])[O-].[Na+].[Na+] (sodium thiosulfate), [OH-].[K+] (potassium hydroxide), COC=1C=C2C=CNC2=CC1OC (5,6-dimethoxy-1H-indole), CN(C=O)C (dimethylformamide). The solvent is O (water). Conditions: temperature 5 celsius, time 30 minute. The product is IC1=CN(C2=CC(=C(C=C12)OC)OC)C (3-iodo-5,6-dimethoxy-1-methyl-1H-indole). Reaction SMILES: [OH-].[K+].[CH3:3][O:4][C:5]1[CH:6]=[C:7]2C(=[CH:12][C:13]=1[O:14][CH3:15])NC=[CH:8]2.[I:16]I.IC.S([O-])([O-])(=O)=S.[Na+].[Na+].[CH3:27][N:28]([CH3:31])[CH:29]=O>O>[I:16][C:8]1[C:7]2[C:27](=[CH:12][C:13]([O:14][CH3:15])=[C:5]([O:4][CH3:3])[CH:6]=2)[N:28]([CH3:31])[CH:29]=1 |f:0.1,5.6.7|. Reported procedure: 0.465 g of powdered potassium hydroxide is added to a solution of 0.5 g of 5,6-dimethoxy-1H-indole in 15 ml of dimethylformamide. A solution of 0.725 g of bisublimated iodine in 15 ml of dimethylformamide is added dropwise to the above mixture. After agitation of the reaction medium for approximately 3 hours at a temperature in the region of 20° C., 0.21 ml of iodomethane is added dropwise, maintaining the mixture at this same temperature by cooling using a water bath. After agitation at around ...